From a dataset of the Open Reaction Database (ORD), a public repository of structured organic reaction records. describe an organic reaction: reactants, conditions, products, and yield Starting materials: ClCCl, COC(=O)C(CCSC)NC(=O)c1ccc(S)cc1-c1ccccc1, Cc1ccccc1, CNC1=CCN(NC)C=C1, CCOC(C)=O, O=C(Cl)Cl, Nc1nccs1. The product is COC(=O)C(CCSC)NC(=O)c1ccc(SC(=O)Nc2nccs2)cc1-c1ccccc1. As a reaction SMILES: [CH2:53]([Cl:54])[Cl:55].[CH3:1][O:2][C:3]([CH:4]([NH:5][C:6]([c:7]1[c:8](-[c:14]2[cH:15][cH:16][cH:17][cH:18][cH:19]2)[cH:9][c:10]([SH:13])[cH:11][cH:12]1)=[O:20])[CH2:21][CH2:22][S:23][CH3:24])=[O:25].[CH3:30][c:31]1[cH:32][cH:33][cH:34][cH:35][cH:36]1.[CH3:37][NH:38][N:39]1[CH:40]=[CH:41][C:42]([NH:43][CH3:44])=[CH:45][CH2:46]1.[CH3:56][CH2:57][O:58][C:59](=[O:60])[CH3:61].[Cl:26][C:27]([Cl:28])=[O:29].[NH2:47][c:48]1[s:49][cH:50][cH:51][n:52]1>>[CH3:1][O:2][C:3]([CH:4]([NH:5][C:6]([c:7]1[c:8](-[c:14]2[cH:15][cH:16][cH:17][cH:18][cH:19]2)[cH:9][c:10]([S:13][C:27](=[O:29])[NH:47][c:48]2[s:49][cH:50][cH:51][n:52]2)[cH:11][cH:12]1)=[O:20])[CH2:21][CH2:22][S:23][CH3:24])=[O:25]. Starting materials: product, COC(=O)C1=C(C=NN1C)C1=CC=C(C(=O)N([C@H]2CN(CCC2)C(=O)OC(C)(C)C)C2=NC=CC=C2C)C=C1 (tert-butyl (3R)-3-[{4-[5-(methoxycarbonyl)-1-methyl-1H-pyrazol-4-yl]benzoyl}(3-methylpyridin-2-yl)amino]piperidine-1-carboxylate). Solvent: CO (MeOH), [OH-].[K+] (potassium hydroxide), CO (MeOH). Run at temperature 70 celsius, time 1 hour. The product is C(C)(C)(C)OC(=O)N1C[C@@H](CCC1)N(C(=O)C1=CC=C(C=C1)C=1C=NN(C1C(=O)O)C)C1=NC=CC=C1C (4-(4-{[(3R)-1-(tert-butoxycarbonyl)piperidin-3-yl](3-methylpyridin-2-yl)carbamoyl}phenyl)-1-methyl-1H-pyrazole-5-carboxylic acid). The yield is 261.0%. RXN SMILES: C[O:2][C:3]([C:5]1[N:9]([CH3:10])[N:8]=[CH:7][C:6]=1[C:11]1[CH:39]=[CH:38][C:14]([C:15]([N:17]([C:31]2[C:36]([CH3:37])=[CH:35][CH:34]=[CH:33][N:32]=2)[C@@H:18]2[CH2:23][CH2:22][CH2:21][N:20]([C:24]([O:26][C:27]([CH3:30])([CH3:29])[CH3:28])=[O:25])[CH2:19]2)=[O:16])=[CH:13][CH:12]=1)=[O:4]>CO.[OH-].[K+]>[C:27]([O:26][C:24]([N:20]1[CH2:21][CH2:22][CH2:23][C@@H:18]([N:17]([C:31]2[C:36]([CH3:37])=[CH:35][CH:34]=[CH:33][N:32]=2)[C:15]([C:14]2[CH:38]=[CH:39][C:11]([C:6]3[CH:7]=[N:8][N:9]([CH3:10])[C:5]=3[C:3]([OH:4])=[O:2])=[CH:12][CH:13]=2)=[O:16])[CH2:19]1)=[O:25])([CH3:30])([CH3:29])[CH3:28] |f:2.3|. Procedure details: A suspension of the product of Step 1 of EXAMPLE 13, tert-butyl (3R)-3-[{4-[5-(methoxycarbonyl)-1-methyl-1H-pyrazol-4-yl]benzoyl}(3-methylpyridin-2-yl)amino]piperidine-1-carboxylate (0.85 g, 0.59 mmol) in MeOH (2 mL) and potassium hydroxide solution in MeOH (1.67 mL, 1M solution, 1.67 mmol) was heated to 70° C. in a sealed pressure tube for 2 h. The reaction mixture was then concentrated and toluene (10 mL) was added to the mixture. The solvents were evaporated in vacuo and dried under vacuum fo... The reactants are O=Cc1cscc1Br, C1COCCN1. Product: Brc1cscc1CN1CCOCC1. As a reaction SMILES: [Br:1][c:2]1[c:3]([CH:7]=[O:8])[cH:4][s:5][cH:6]1.[CH2:9]1[CH2:10][O:11][CH2:12][CH2:13][NH:14]1>>[Br:1][c:2]1[c:3]([CH2:7][N:14]2[CH2:9][CH2:10][O:11][CH2:12][CH2:13]2)[cH:4][s:5][cH:6]1.